From a dataset of the Open Reaction Database (ORD), a public repository of structured organic reaction records. describe an organic reaction: reactants, conditions, products, and yield Reactants: BrB(Br)Br, ClCCl, CCCCCCCCCCCCCCc1ccc(OC)cc1, O. Product: CCCCCCCCCCCCCCc1ccc(O)cc1. Reaction SMILES: [B:1]([Br:2])([Br:3])[Br:4].[CH2:27]([Cl:28])[Cl:29].[CH3:5][O:6][c:7]1[cH:8][cH:9][c:10]([CH2:13][CH2:14][CH2:15][CH2:16][CH2:17][CH2:18][CH2:19][CH2:20][CH2:21][CH2:22][CH2:23][CH2:24][CH2:25][CH3:26])[cH:11][cH:12]1.[OH2:30]>>[OH:6][c:7]1[cH:8][cH:9][c:10]([CH2:13][CH2:14][CH2:15][CH2:16][CH2:17][CH2:18][CH2:19][CH2:20][CH2:21][CH2:22][CH2:23][CH2:24][CH2:25][CH3:26])[cH:11][cH:12]1. The reactants are CSC1=CC=C(C=C1)N1C=NC2=C1C=C(C=C2)C(=O)OC (methyl 1-[4-(methylthio)phenyl]-1H-benzimidazole-6-carboxylate), ClC1=CC(=CC=C1)C(=O)OO (m-chloroperbenzoic acid), S(=S)(=O)([O-])[O-].[Na+].[Na+] (sodium thiosulfate). Solvent: ClCCl (dichloromethane). Run at time 30 minute. The product is CS(=O)C1=CC=C(C=C1)N1C=NC2=C1C=C(C=C2)C(=O)OC (methyl 1-[4-(methylsulfinyl)phenyl]-1H-benzimidazole-6-carboxylate). The yield is 99.8%. Reaction SMILES: [CH3:1][S:2][C:3]1[CH:8]=[CH:7][C:6]([N:9]2[C:13]3[CH:14]=[C:15]([C:18]([O:20][CH3:21])=[O:19])[CH:16]=[CH:17][C:12]=3[N:11]=[CH:10]2)=[CH:5][CH:4]=1.ClC1C=CC=C(C(OO)=[O:30])C=1.S([O-])([O-])(=O)=S.[Na+].[Na+]>ClCCl>[CH3:1][S:2]([C:3]1[CH:4]=[CH:5][C:6]([N:9]2[C:13]3[CH:14]=[C:15]([C:18]([O:20][CH3:21])=[O:19])[CH:16]=[CH:17][C:12]=3[N:11]=[CH:10]2)=[CH:7][CH:8]=1)=[O:30] |f:2.3.4|. Procedure details: To a solution of methyl 1-[4-(methylthio)phenyl]-1H-benzimidazole-6-carboxylate (4.44 g, 14.88 mmol) in dichloromethane (50 mL) was added m-chloroperbenzoic acid (3.07 g, 12.40 mmol) at 0° C., and the resulting mixture was stirred at room temperature for 30 min. Saturated aqueous sodium thiosulfate solution was added to the reaction mixture, and the mixture was stirred at room temperature for 15 min. The organic layer was separated, washed with saturated aqueous sodium hydrogen carbonate solutio... Reactants: CC(C)(C)OC(=O)N1CCC(O)CC1, COC(=O)c1ccc(OCC(F)(F)F)cc1O. Product: COC(=O)c1ccc(OCC(F)(F)F)cc1OC1CCN(C(=O)OC(C)(C)C)CC1. Reaction SMILES: [C:18]([CH3:19])([CH3:20])([CH3:21])[O:22][C:23](=[O:24])[N:25]1[CH2:26][CH2:27][CH:28]([OH:31])[CH2:29][CH2:30]1.[OH:1][c:2]1[c:3]([C:4](=[O:5])[O:6][CH3:7])[cH:8][cH:9][c:10]([O:12][CH2:13][C:14]([F:15])([F:16])[F:17])[cH:11]1>>[O:1]([c:2]1[c:3]([C:4](=[O:5])[O:6][CH3:7])[cH:8][cH:9][c:10]([O:12][CH2:13][C:14]([F:15])([F:16])[F:17])[cH:11]1)[CH:28]1[CH2:27][CH2:26][N:25]([C:23]([O:22][C:18]([CH3:19])([CH3:20])[CH3:21])=[O:24])[CH2:30][CH2:29]1. The reactants are CCOC(=O)Cn1ccc(C)n1, CCO, NN, O. Yields the product Cc1ccn(CC(=O)NN)n1. As a reaction SMILES: [CH2:1]([O:3][C:4](=[O:2])[CH2:5][n:6]1[n:7][c:8]([CH3:11])[cH:9][cH:10]1)[CH3:12].[CH3:16][CH2:17][OH:18].[NH2:14][NH2:15].[OH2:13]>>[O:3]=[C:4]([CH2:5][n:6]1[n:7][c:8]([CH3:11])[cH:9][cH:10]1)[NH:14][NH2:15]. Starting materials: ice, ClC=1C=CC=2N(N=C3C2C1C(C1=C(C=CC(=C13)OCC1=CC=CC=C1)OCC1=CC=CC=C1)=O)CCO (5-chloro-2-(2-hydroxyethyl)-7,10-bis(phenylmethoxy)anthra[1,9-cd]pyrazol-6(2H)-one), C1(=CC=C(C=C1)S(=O)(=O)Cl)C (p-toluenesulfonyl chloride), N1=CC=CC=C1 (pyridine). Reaction conditions: time 50 hour. Product: ClC=1C=CC=2N(N=C3C2C1C(C1=C(C=CC(=C13)O)O)=O)CCN(CC)CC (5-Chloro-2-[2-(diethylamino)ethyl]-7,10-dihydroxyanthra[1,9-cd]pyrazol-6(2H)-one). RXN SMILES: [Cl:1][C:2]1[CH:3]=[CH:4][C:5]2[N:6]([CH2:35][CH2:36]O)[N:7]=[C:8]3[C:17]4[C:12](=[C:13]([O:26]CC5C=CC=CC=5)[CH:14]=[CH:15][C:16]=4[O:18]CC4C=CC=CC=4)[C:11](=[O:34])[C:10]=1[C:9]=23.C1(C)C=CC(S(Cl)(=O)=O)=CC=1.[N:49]1[CH:54]=[CH:53]C=[CH:51][CH:50]=1>>[Cl:1][C:2]1[CH:3]=[CH:4][C:5]2[N:6]([CH2:35][CH2:36][N:49]([CH2:54][CH3:53])[CH2:50][CH3:51])[N:7]=[C:8]3[C:17]4[C:12](=[C:13]([OH:26])[CH:14]=[CH:15][C:16]=4[OH:18])[C:11](=[O:34])[C:10]=1[C:9]=23. Procedure details: An ice-cold mixture of 22 g (43 mmol) of 5-chloro-2-(2-hydroxyethyl)-7,10-bis(phenylmethoxy)anthra[1,9-cd]pyrazol-6(2H)-one, 12.3 g (65 mmol) of p-toluenesulfonyl chloride and 170 ml of pyridine is stirred for 50 hours. The solid is filtered, washed with methanol and diethyl ether, and dried to give 10.5 g of the product; mp 203°-206° C. (decomposition). Processing of the filtrate gives 9.3 g of additional product; mp 182°-188° C. (decomposition). Reactants: Brc1cncnc1, CCc1nc2cc(B3OC(C)(C)C(C)(C)O3)ccc2n1-c1ccc(CCO)cc1, COCCOC, [Na+], O=C([O-])O, O, c1ccc(P(c2ccccc2)(c2ccccc2)[Pd](P(c2ccccc2)(c2ccccc2)c2ccccc2)(P(c2ccccc2)(c2ccccc2)c2ccccc2)P(c2ccccc2)(c2ccccc2)c2ccccc2)cc1. Yields the product CCc1nc2cc(-c3cncnc3)ccc2n1-c1ccc(CCO)cc1. RXN SMILES: [Br:30][c:31]1[cH:32][n:33][cH:34][n:35][cH:36]1.[CH2:1]([CH3:2])[c:3]1[n:4][c:5]2[c:6]([n:7]1-[c:8]1[cH:9][cH:10][c:11]([CH2:14][CH2:15][OH:16])[cH:12][cH:13]1)[cH:17][cH:18][c:19]([B:21]1[O:22][C:23]([CH3:24])([CH3:25])[C:26]([CH3:27])([CH3:28])[O:29]1)[cH:20]2.[CH3:42][O:43][CH2:44][CH2:45][O:46][CH3:47].[Na+:41].[O-:37][C:38]([OH:39])=[O:40].[OH2:48].[cH:49]1[cH:50][cH:51][c:52]([P:53]([Pd:54]([P:55]([c:56]2[cH:57][cH:58][cH:59][cH:60][cH:61]2)([c:62]2[cH:63][cH:64][cH:65][cH:66][cH:67]2)[c:68]2[cH:69][cH:70][cH:71][cH:72][cH:73]2)([P:74]([c:75]2[cH:76][cH:77][cH:78][cH:79][cH:80]2)([c:81]2[cH:82][cH:83][cH:84][cH:85][cH:86]2)[c:87]2[cH:88][cH:89][cH:90][cH:91][cH:92]2)[P:93]([c:94]2[cH:95][cH:96][cH:97][cH:98][cH:99]2)([c:100]2[cH:101][cH:102][cH:103][cH:104][cH:105]2)[c:106]2[cH:107][cH:108][cH:109][cH:110][cH:111]2)([c:112]2[cH:113][cH:114][cH:115][cH:116][cH:117]2)[c:118]2[cH:119][cH:120][cH:121][cH:122][cH:123]2)[cH:124][cH:125]1>>[CH2:1]([CH3:2])[c:3]1[n:4][c:5]2[c:6]([n:7]1-[c:8]1[cH:9][cH:10][c:11]([CH2:14][CH2:15][OH:16])[cH:12][cH:13]1)[cH:17][cH:18][c:19](-[c:31]1[cH:32][n:33][cH:34][n:35][cH:36]1)[cH:20]2. Reactants: [Al+3], CCOCC, COC(=O)Cc1nc(C(C)C)c(Sc2cc(Cl)cc(Cl)c2)n1C, [H-], [H-], [H-], [H-], [Li+]. Product: CC(C)c1nc(CCO)n(C)c1Sc1cc(Cl)cc(Cl)c1. Reaction SMILES: [Al+3:2].[CH3:30][CH2:31][O:32][CH2:33][CH3:34].[Cl:7][c:8]1[cH:9][c:10]([S:15][c:16]2[c:17]([CH:27]([CH3:28])[CH3:29])[n:18][c:19]([CH2:22][C:23](=[O:24])[O:25][CH3:26])[n:20]2[CH3:21])[cH:11][c:12]([Cl:14])[cH:13]1.[H-:1].[H-:4].[H-:5].[H-:6].[Li+:3]>>[Cl:7][c:8]1[cH:9][c:10]([S:15][c:16]2[c:17]([CH:27]([CH3:28])[CH3:29])[n:18][c:19]([CH2:22][CH2:23][OH:24])[n:20]2[CH3:21])[cH:11][c:12]([Cl:14])[cH:13]1. The reactants are N1C(=CC2=CC=CC=C12)C1=CN(C2=NC=C(N=C21)C=2C=C(C=CC2)NC(C=C)=O)C(C2=CC=CC=C2)(C2=CC=CC=C2)C2=CC=CC=C2 (N-(3-(7-(1H-indol-2-yl)-5-trityl-5H-pyrrolo[2,3-b]pyrazin-2-yl)phenyl)acrylamide), FC(C(=O)O)(F)F (trifluoroacetic acid). Run in C(Cl)(Cl)Cl (chloroform). Conditions: temperature 45 celsius, time 8 hour. Product: N1C(=CC2=CC=CC=C12)C1=CNC2=NC=C(N=C21)C=2C=C(C=CC2)NC(C=C)=O (N-(3-(7-(1H-indol-2-yl)-5H-pyrrolo[2,3-b]pyrazin-2-yl)phenyl)acrylamide). RXN SMILES: [NH:1]1[C:9]2[C:4](=[CH:5][CH:6]=[CH:7][CH:8]=2)[CH:3]=[C:2]1[C:10]1[C:18]2[C:13](=[N:14][CH:15]=[C:16]([C:19]3[CH:20]=[C:21]([NH:25][C:26](=[O:29])[CH:27]=[CH2:28])[CH:22]=[CH:23][CH:24]=3)[N:17]=2)[N:12](C(C2C=CC=CC=2)(C2C=CC=CC=2)C2C=CC=CC=2)[CH:11]=1.FC(F)(F)C(O)=O>C(Cl)(Cl)Cl>[NH:1]1[C:9]2[C:4](=[CH:5][CH:6]=[CH:7][CH:8]=2)[CH:3]=[C:2]1[C:10]1[C:18]2[C:13](=[N:14][CH:15]=[C:16]([C:19]3[CH:20]=[C:21]([NH:25][C:26](=[O:29])[CH:27]=[CH2:28])[CH:22]=[CH:23][CH:24]=3)[N:17]=2)[NH:12][CH:11]=1. Procedure details: A solution of compound 13 (90 mg, 1.449 mmol) in chloroform was added trifluoroacetic acid. The reaction was stirred overnight at 45° C., distilled off TFA and diluted with water and pH was adjusted to 9-10 with 1M NaOH solution at 20-25° C. The aqueous layer was extracted with dichloromethane (25 mL) twice. The organic layer was dried over sodium sulphate, filtered and concentrated to get the crude. The resulting oil was purified via silica gel chromatography using gradient of 50% Ethyl acetate...